This data is from the Open Reaction Database (ORD), a public repository of structured organic reaction records. The task is: describe an organic reaction: reactants, conditions, products, and yield Starting materials: CC=1C=CC(=CC1)S(=O)(=O)O (p-TSA), C(#C)[C@]1([C@]2(C)[C@@H](CC1)[C@@H]1CC(=C3CC(CC[C@]3(C)C1=CC2)=O)F)O (17α-Ethynyl-6-fluoro-17β-hydroxyandrost-5,9(11)-diene-3-one). Run in C1CCOC1 (THF). Run at time 1 hour. Yields the product C(#C)[C@]1([C@]2(C)[C@@H](CC1)[C@@H]1C[C@@H](C3=CC(CC[C@]3(C)C1=CC2)=O)F)O (17α-Ethynyl-6α-fluoro-17β-hydroxyandrost-4,9(11)-diene-3-one). Reaction SMILES: CC1C=CC(S(O)(=O)=O)=CC=1.[C:12]([C@:14]1([OH:35])[CH2:19][CH2:18][C@H:17]2[C@H:20]3[C:30](=[CH:31][CH2:32][C@:15]12[CH3:16])[C@:28]1([CH3:29])[C:23]([CH2:24][C:25](=[O:33])[CH2:26][CH2:27]1)=[C:22]([F:34])[CH2:21]3)#[CH:13]>C1COCC1>[C:12]([C@:14]1([OH:35])[CH2:19][CH2:18][C@H:17]2[C@H:20]3[C:30](=[CH:31][CH2:32][C@:15]12[CH3:16])[C@:28]1([CH3:29])[C:23](=[CH:24][C:25](=[O:33])[CH2:26][CH2:27]1)[C@@H:22]([F:34])[CH2:21]3)#[CH:13]. Reported procedure: p-TSA (20 mg) is added to THF (5 ml) containing 17α-ethynyl-6-fluoro-17β-hydroxyandrost-5,9(11)-diene-3-one (VI, Example 5, 200 mg). After one hour at 20°-25°, the mixture is heated to reflux for 1.5 hrs. After cooling, the organic diluent is removed under reduced pressure. The residue is taken up in ethyl acetate, washed with aqueous sodium carbonate, the organic mixtures dried over sodium sulfate, and the organic diluent is removed under reduced pressure to give a solid. Filtration chromatogra... Starting materials: CCN1C(=O)C(I)CCc2c1ccc([N+](=O)[O-])c2OC, CN(C)C=O, [N-]=[N+]=[N-], [Na+]. Product: CCN1C(=O)C(N=[N+]=[N-])CCc2c1ccc([N+](=O)[O-])c2OC. As a reaction SMILES: [CH2:1]([CH3:2])[N:3]1[c:4]2[c:5]([c:12]([O:19][CH3:20])[c:13]([N+:16](=[O:17])[O-:18])[cH:14][cH:15]2)[CH2:6][CH2:7][CH:8]([I:11])[C:9]1=[O:10].[CH3:25][N:26]([CH3:27])[CH:28]=[O:29].[N-:22]=[N+:23]=[N-:24].[Na+:21]>>[CH2:1]([CH3:2])[N:3]1[c:4]2[c:5]([c:12]([O:19][CH3:20])[c:13]([N+:16](=[O:17])[O-:18])[cH:14][cH:15]2)[CH2:6][CH2:7][CH:8]([N:22]=[N+:23]=[N-:24])[C:9]1=[O:10].